This data is from the Open Reaction Database (ORD), a public repository of structured organic reaction records. The task is: describe an organic reaction: reactants, conditions, products, and yield The reactants are [Br-], CC(C)=O, O=[N+]([O-])c1ccc(CBr)cc1, NC(N)=S. The product is Br, N=C(N)SCc1ccc([N+](=O)[O-])cc1. Reaction SMILES: [Br-:16].[CH3:17][C:18](=[O:19])[CH3:20].[N+:5](=[O:6])([O-:7])[c:8]1[cH:9][cH:10][c:11]([CH2:14][Br:15])[cH:12][cH:13]1.[NH2:1][C:2]([NH2:3])=[S:4]>>[BrH:15].[NH2:1][C:2](=[NH:3])[S:4][CH2:14][c:11]1[cH:10][cH:9][c:8]([N+:5](=[O:6])[O-:7])[cH:13][cH:12]1. Reactants: CC(C)(C)C(=O)OCN(c1ccc(CN2CCN(Cc3ccccc3)C(=O)C2=O)cc1)c1ncccn1, CCO, CCOC(C)=O, Cl, O=C(O)CO. Product: O=C(O)COCN(c1ccc(CN2CCN(Cc3ccccc3)C(=O)C2=O)cc1)c1ncccn1. As a reaction SMILES: [CH2:1]([c:2]1[cH:3][cH:4][cH:5][cH:6][cH:7]1)[N:8]1[C:9](=[O:37])[C:10](=[O:36])[N:11]([CH2:14][c:15]2[cH:16][cH:17][c:18]([N:21]([c:22]3[n:23][cH:24][cH:25][cH:26][n:27]3)[CH2:28][O:29][C:30](=[O:31])[C:32]([CH3:33])([CH3:34])[CH3:35])[cH:19][cH:20]2)[CH2:12][CH2:13]1.[CH2:43]([OH:44])[CH3:45].[CH3:47][CH2:48][O:49][C:50](=[O:51])[CH3:52].[ClH:46].[OH:38][CH2:39][C:40]([OH:41])=[O:42]>>[CH2:1]([c:2]1[cH:3][cH:4][cH:5][cH:6][cH:7]1)[N:8]1[C:9](=[O:37])[C:10](=[O:36])[N:11]([CH2:14][c:15]2[cH:16][cH:17][c:18]([N:21]([c:22]3[n:23][cH:24][cH:25][cH:26][n:27]3)[CH2:28][O:38][CH2:39][C:40]([OH:41])=[O:42])[cH:19][cH:20]2)[CH2:12][CH2:13]1. Reactants: CC=1NC=CN1 (2-methylimidazole), ClC=1N=C(C2=C(N1)SC(=C2C)C)NCC2=CC1=C(C=C2)OCCO1 (2-chloro-5,6-dimethyl-4-(3,4-ethylendioxybenzylamino)-thieno-[2,3-d]-pyrimidine). Product: CC=1N(C=CN1)C=1N=C(C2=C(N1)SC(=C2C)C)NCC2=CC1=C(C=C2)OCCO1 (2-(2-methylimidazol-1-yl)-5,6-dimethyl-4-(3,4-ethylendioxybenzylamino)-thieno-[2,3-d]-pyrimidine). As a reaction SMILES: [CH3:1][C:2]1[NH:3][CH:4]=[CH:5][N:6]=1.Cl[C:8]1[N:9]=[C:10]([NH:19][CH2:20][C:21]2[CH:26]=[CH:25][C:24]3[O:27][CH2:28][CH2:29][O:30][C:23]=3[CH:22]=2)[C:11]2[C:16]([CH3:17])=[C:15]([CH3:18])[S:14][C:12]=2[N:13]=1>>[CH3:1][C:2]1[N:3]([C:8]2[N:9]=[C:10]([NH:19][CH2:20][C:21]3[CH:26]=[CH:25][C:24]4[O:27][CH2:28][CH2:29][O:30][C:23]=4[CH:22]=3)[C:11]3[C:16]([CH3:17])=[C:15]([CH3:18])[S:14][C:12]=3[N:13]=2)[CH:4]=[CH:5][N:6]=1. Procedure: Following the procedure of Example 97, the reaction of 2-methylimidazole with 2-chloro-5,6-dimethyl-4-(3,4-ethylendioxybenzylamino)-thieno-[2,3-d]-pyrimidine gives 2-(2-methylimidazol-1-yl)-5,6-dimethyl-4-(3,4-ethylendioxybenzylamino)-thieno-[2,3-d]-pyrimidine. Starting materials: ClC1=NC2=CC(=CC=C2C(=C1)C1=CC=C(C=C1)F)CN1N=NC(=C1)[C@](C(F)(F)F)(CC)O ((S)-2-(1-{[2-chloro-4-(4-fluorophenyl)quinolin-7-yl]methyl}-1H-1,2,3-triazol-4-yl)-1,1,1-trifluorobutan-2-ol), C1(=CC=CC=C1)B(O)O (phenylboronic acid), C([O-])([O-])=O.[Na+].[Na+] (sodium carbonate). Reagents/catalysts: C=1C=CC(=CC1)[P](C=2C=CC=CC2)(C=3C=CC=CC3)[Pd]([P](C=4C=CC=CC4)(C=5C=CC=CC5)C=6C=CC=CC6)([P](C=7C=CC=CC7)(C=8C=CC=CC8)C=9C=CC=CC9)[P](C=1C=CC=CC1)(C=1C=CC=CC1)C=1C=CC=CC1 (Pd(PPh3)4). Solvent: COCCOC (DME). Product: FC([C@@](CC)(O)C=1N=NN(C1)CC1=CC=C2C(=CC(=NC2=C1)C1=CC=CC=C1)C1=CC=C(C=C1)F)(F)F ((S)-1,1,1-trifluoro-2-(1-{[4-(4-fluorophenyl)-2-phenylquinolin-7-yl]methyl}-1H-1,2,3-triazol-4-yl)butan-2-ol). As a reaction SMILES: Cl[C:2]1[CH:11]=[C:10]([C:12]2[CH:17]=[CH:16][C:15]([F:18])=[CH:14][CH:13]=2)[C:9]2[C:4](=[CH:5][C:6]([CH2:19][N:20]3[CH:24]=[C:23]([C@@:25]([OH:32])([CH2:30][CH3:31])[C:26]([F:29])([F:28])[F:27])[N:22]=[N:21]3)=[CH:7][CH:8]=2)[N:3]=1.[C:33]1(B(O)O)[CH:38]=[CH:37][CH:36]=[CH:35][CH:34]=1.C(=O)([O-])[O-].[Na+].[Na+]>COCCOC.C1C=CC([P]([Pd]([P](C2C=CC=CC=2)(C2C=CC=CC=2)C2C=CC=CC=2)([P](C2C=CC=CC=2)(C2C=CC=CC=2)C2C=CC=CC=2)[P](C2C=CC=CC=2)(C2C=CC=CC=2)C2C=CC=CC=2)(C2C=CC=CC=2)C2C=CC=CC=2)=CC=1>[F:27][C:26]([F:29])([F:28])[C@:25]([C:23]1[N:22]=[N:21][N:20]([CH2:19][C:6]2[CH:5]=[C:4]3[C:9]([C:10]([C:12]4[CH:17]=[CH:16][C:15]([F:18])=[CH:14][CH:13]=4)=[CH:11][C:2]([C:33]4[CH:38]=[CH:37][CH:36]=[CH:35][CH:34]=4)=[N:3]3)=[CH:8][CH:7]=2)[CH:24]=1)([OH:32])[CH2:30][CH3:31] |f:2.3.4,^1:57,59,78,97|. Procedure: To a solution of (S)-2-(1-{[2-chloro-4-(4-fluorophenyl)quinolin-7-yl]methyl}-1H-1,2,3-triazol-4-yl)-1,1,1-trifluorobutan-2-ol (100 mg, 0.22 mmol) in DME (5 mL) was added Pd(PPh3)4 (12 mg, 0.01 mmol), phenylboronic acid (34 mg, 0.29 mmol) and sodium carbonate (2M, 0.2 mL, 0.44 mmol). The mixture was refluxed for 14 h. The reaction was quenched with saturated aqueous NH4Cl and extracted with EtOAc. The combined organic layers were washed with brine, dried over Na2SO4, filtered and concentrated und... Reactants: CC(c1ccc(Cl)cc1Cl)C(O)(c1ccncc1)C(F)(F)F, [H-], CI, [Na+], CN(C)C=O, O. The product is COC(c1ccncc1)(C(C)c1ccc(Cl)cc1Cl)C(F)(F)F. As a reaction SMILES: [Cl:1][c:2]1[c:3]([CH:9]([C:10]([C:11]([F:12])([F:13])[F:14])([OH:15])[c:16]2[cH:17][cH:18][n:19][cH:20][cH:21]2)[CH3:22])[cH:4][cH:5][c:6]([Cl:8])[cH:7]1.[H-:23].[I:25][CH3:26].[Na+:24].[O:28]=[CH:29][N:30]([CH3:31])[CH3:32].[OH2:27]>>[Cl:1][c:2]1[c:3]([CH:9]([C:10]([C:11]([F:12])([F:13])[F:14])([O:15][CH3:26])[c:16]2[cH:17][cH:18][n:19][cH:20][cH:21]2)[CH3:22])[cH:4][cH:5][c:6]([Cl:8])[cH:7]1. Starting materials: C1(=CC=CC=C1)[Mg]Br (phenyl magnesium bromide), C(=O)C1=CC=C(C(=O)OC)C=C1 (methyl 4-formylbenzoate). Procedure: Under a nitrogen atmosphere phenyl magnesium bromide (39 mL of 3 M in ether) was added via a syringe over a period of 30 minutes to a solution of methyl 4-formylbenzoate (19.2 g, 117 mmol). The mixture was allowed to stir for an additional 10 minutes and then it was quenched by the addition of 1 M hydrochloric acid (125 mL). The reaction mixture was extracted with diethyl ether (2×200 mL). The combined extracts were washed with brine, dried over magnesium sulfate, filtered and then concentrated ... Product: OC(C1=CC=CC=C1)C1=CC=C(C(=O)OC)C=C1 (methyl 4-(α-hydroxybenzyl)benzoate). Reaction conditions: time 10 minute. RXN SMILES: [C:1]1([Mg]Br)[CH:6]=[CH:5][CH:4]=[CH:3][CH:2]=1.[CH:9]([C:11]1[CH:20]=[CH:19][C:14]([C:15]([O:17][CH3:18])=[O:16])=[CH:13][CH:12]=1)=[O:10]>>[OH:10][CH:9]([C:11]1[CH:12]=[CH:13][C:14]([C:15]([O:17][CH3:18])=[O:16])=[CH:19][CH:20]=1)[C:1]1[CH:6]=[CH:5][CH:4]=[CH:3][CH:2]=1. Starting materials: C(/C=C/CCl)Cl (trans 1,4-dichlorobutene-2), C(CC(=O)OCC)(=O)OCC (diethyl malonate), C1=CC=CC=C1 (benzene), solid, [OH-].[K+] (potassium hydroxide), solid, [OH-].[K+] (KOH). The solvent is O (water). Procedure details: To illustrate yet another variation of the present process a reaction vessel fitted with a suitable stirrer, Dean-Stark trap, and condenser was charged with 866 g (6.9 mol) trans 1,4-dichlorobutene-2, 640 g (4.0 mol) diethyl malonate, 1.2 g (0.08 mol percent based on malonate) tricaprylylmethylammonium chloride and 1.8 liters benzene. The reactor and its contents were heated to 60° C. with stirring and incremental additions of flaked solid (85%) potassium hydroxide made over a 4.75-hour period w... Run at temperature 60 celsius. Yield: 65.7%. The product is C(=C)C1C(C1)(C(=O)OCC)C(=O)OCC (diethyl 2-vinylcyclopropane-1,1-dicarboxylate). RXN SMILES: [CH2:1](Cl)/[CH:2]=[CH:3]/[CH2:4]Cl.[C:7]([O:15][CH2:16][CH3:17])(=[O:14])[CH2:8][C:9]([O:11][CH2:12][CH3:13])=[O:10].C1C=CC=CC=1.[OH-].[K+]>O>[CH:2]([CH:3]1[CH2:4][C:8]1([C:9]([O:11][CH2:12][CH3:13])=[O:10])[C:7]([O:15][CH2:16][CH3:17])=[O:14])=[CH2:1] |f:3.4|.